From a dataset of the Open Reaction Database (ORD), a public repository of structured organic reaction records. describe an organic reaction: reactants, conditions, products, and yield Reactants: NC1=NNC(=C1)C(C)(C)C (3-Amino-5-t-butylpyrazole), C(C)N(C(=O)Cl)CC (N,N-diethylcarbamoyl chloride). Solvent: C(Cl)Cl (methylene chloride). Yields the product C(C)N(C(=O)NC1=NNC(=C1)C(C)(C)C)CC (N,N-diethyl N'-(5-t-butyl-3-pyrazolyl)urea). Isolated yield 44.5%. Reaction SMILES: [NH2:1][C:2]1[CH:6]=[C:5]([C:7]([CH3:10])([CH3:9])[CH3:8])[NH:4][N:3]=1.[CH2:11]([N:13]([CH2:17][CH3:18])[C:14](Cl)=[O:15])[CH3:12]>C(Cl)Cl>[CH2:11]([N:13]([CH2:17][CH3:18])[C:14]([NH:1][C:2]1[CH:6]=[C:5]([C:7]([CH3:10])([CH3:9])[CH3:8])[NH:4][N:3]=1)=[O:15])[CH3:12]. Reported procedure: 4.2 g of Compound [II] was dissolved in 50 ml of methylene chloride, and 4.1 g of N,N-diethylcarbamoyl chloride was added to the solution. The mixture was heated under refluxing for 5 hours and cooled, followed by washing with water. The organic layer was collected, and the solvent was distilled off. The residue was subjected to crystallization by the addition of hexane. The crystals obtained were collected by filtration and dried to obtain 3.2 g of N,N-diethyl N'-(5-t-butyl-3-pyrazolyl)urea.